The task is: describe an organic reaction: reactants, conditions, products, and yield. This data is from the Open Reaction Database (ORD), a public repository of structured organic reaction records. The reactants are ClC1=CC=C(C=C1)C=1C=CC(=NC1)/C=C/C(=O)O ((E)-3-[5-(4-chloro-phenyl)-pyridin-2-yl]-acrylic acid), CN(CCC1=CC=C(C=C1)N)C (4-(2-dimethylamino-ethyl)-phenylamine). Product: ClC1=CC=C(C=C1)C=1C=CC(=NC1)/C=C/C(=O)NC1=CC=C(C=C1)CCN(C)C ((E)-3-[5-(4-chloro-phenyl)-pyridin-2-yl]-N-[4-(2-dimethylamino-ethyl )-phenyl]-acrylamide). RXN SMILES: [Cl:1][C:2]1[CH:7]=[CH:6][C:5]([C:8]2[CH:9]=[CH:10][C:11](/[CH:14]=[CH:15]/[C:16]([OH:18])=O)=[N:12][CH:13]=2)=[CH:4][CH:3]=1.[CH3:19][N:20]([CH3:30])[CH2:21][CH2:22][C:23]1[CH:28]=[CH:27][C:26]([NH2:29])=[CH:25][CH:24]=1>>[Cl:1][C:2]1[CH:3]=[CH:4][C:5]([C:8]2[CH:9]=[CH:10][C:11](/[CH:14]=[CH:15]/[C:16]([NH:29][C:26]3[CH:25]=[CH:24][C:23]([CH2:22][CH2:21][N:20]([CH3:19])[CH3:30])=[CH:28][CH:27]=3)=[O:18])=[N:12][CH:13]=2)=[CH:6][CH:7]=1. Procedure: Prepared analogously to Example 143 starting from (E)-3-[5-(4-chloro-phenyl)-pyridin-2-yl]-acrylic acid (Z34b) and 4-(2-dimethylamino-ethyl)-phenylamine. The crude product was purified by column chromatography (silica gel, dichloromethane/EtOH/conc. aqueous ammonia 50:10:0.1). Reactants: BrC=1C=C2C(C=C(OC2=C(C1)C(=O)OCC)C1=CC(=CC=C1)OC(C)C)=O (6-Bromo-8-ethoxycarbonyl-3'-isopropoxyflavone), S(O)(O)(=O)=O (sulfuric acid), ice water. Isolated yield 80.0%. Procedure: 6-Bromo-8-ethoxycarbonyl-3'-isopropoxyflavone were refluxed under heat for 0.5 to 1 hour in acetic acid which contained 3% of sulfuric acid. The mixture was charged into ice water, followed by extraction with ethyl acetate. The organic layer was washed with water and 4% aqueous solution of sodium hydrogencarbonate, dried over anhydrous sodium sulfate, and then concentrated under reduced pressure. The thus-obtained crude crystals were recrystallized from ethanol, whereby the title compound was ob... Yields the product BrC=1C=C2C(C=C(OC2=C(C1)C(=O)OCC)C1=CC(=CC=C1)O)=O (6-bromo-8-ethoxycarbonyl-3'-hydroxyflavone). RXN SMILES: [Br:1][C:2]1[CH:3]=[C:4]2[C:9](=[C:10]([C:12]([O:14][CH2:15][CH3:16])=[O:13])[CH:11]=1)[O:8][C:7]([C:17]1[CH:22]=[CH:21][CH:20]=[C:19]([O:23]C(C)C)[CH:18]=1)=[CH:6][C:5]2=[O:27].S(=O)(=O)(O)O>C(O)(=O)C>[Br:1][C:2]1[CH:3]=[C:4]2[C:9](=[C:10]([C:12]([O:14][CH2:15][CH3:16])=[O:13])[CH:11]=1)[O:8][C:7]([C:17]1[CH:22]=[CH:21][CH:20]=[C:19]([OH:23])[CH:18]=1)=[CH:6][C:5]2=[O:27]. Run in C(C)(=O)O (acetic acid). The reactants are Cc1cc(CCl)no1, [N-]=[N+]=[N-], [Na+], CN(C)C=O, O. Yields the product Cc1cc(CN=[N+]=[N-])no1. As a reaction SMILES: [Cl:1][CH2:2][c:3]1[n:4][o:5][c:6]([CH3:8])[cH:7]1.[N-:10]=[N+:11]=[N-:12].[Na+:9].[O:13]=[CH:14][N:15]([CH3:16])[CH3:17].[OH2:18]>>[CH2:2]([c:3]1[n:4][o:5][c:6]([CH3:8])[cH:7]1)[N:10]=[N+:11]=[N-:12].